Dataset: the Open Reaction Database (ORD), a public repository of structured organic reaction records. Task: describe an organic reaction: reactants, conditions, products, and yield The reactants are CN(C)CCOc1ccc(N)cc1, O=Cc1cnn2ccc(Cl)nc12, ClCCl, C1COCCO1, O. Product: CN(C)CCOc1ccc(Nc2ccn3ncc(C=O)c3n2)cc1. Reaction SMILES: [CH3:13][N:14]([CH2:15][CH2:16][O:17][c:18]1[cH:19][cH:20][c:21]([NH2:22])[cH:23][cH:24]1)[CH3:25].[Cl:1][c:2]1[n:3][c:4]2[n:5]([cH:6][cH:7]1)[n:8][cH:9][c:10]2[CH:11]=[O:12].[Cl:27][CH2:28][Cl:29].[O:30]1[CH2:31][CH2:32][O:33][CH2:34][CH2:35]1.[OH2:26]>>[c:2]1([NH:22][c:21]2[cH:20][cH:19][c:18]([O:17][CH2:16][CH2:15][N:14]([CH3:13])[CH3:25])[cH:24][cH:23]2)[n:3][c:4]2[n:5]([cH:6][cH:7]1)[n:8][cH:9][c:10]2[CH:11]=[O:12]. Reaction conditions: temperature 90 celsius. Reaction SMILES: [OH:1][C:2]1[CH:7]=[CH:6][C:5]([NH:8][C:9](=[O:15])[O:10][C:11]([CH3:14])([CH3:13])[CH3:12])=[CH:4][CH:3]=1.Cl[CH2:17][CH2:18][N:19]1[CH2:24][CH2:23][O:22][CH2:21][CH2:20]1.C(=O)([O-])[O-].[Cs+].[Cs+]>O1CCOCC1>[O:22]1[CH2:23][CH2:24][N:19]([CH2:18][CH2:17][O:1][C:2]2[CH:3]=[CH:4][C:5]([NH:8][C:9](=[O:15])[O:10][C:11]([CH3:12])([CH3:14])[CH3:13])=[CH:6][CH:7]=2)[CH2:20][CH2:21]1 |f:2.3.4|. Procedure details: To a solution of 0.1 g (0.48 mmol, 1.0 eq.) of tert-butyl 4-hydroxyphenylcarbamate in 5 mL of p-dioxane was added 0.13 g (0.72 mmol, 1.5 eq.) of 4-(2-chloroethyl)morpholine and 0.47 g (1.43 mmol, 3.0 eq.) cesium carbonate. The suspension was heated at 90° C. for 16 h. The reaction mixture was allowed to cool to room temperature and filtered. The solvent was removed in vacuo to provide tert-butyl 4-(2-morpholinoethoxy)phenylcarbamate (I-19), which was redissolved in 30% v/v TFA/methylene chloride... Solvent: O1CCOCC1 (p-dioxane). Yields the product O1CCN(CC1)CCOC1=CC=C(C=C1)NC(OC(C)(C)C)=O (tert-butyl 4-(2-morpholinoethoxy)phenylcarbamate). The reactants are OC1=CC=C(C=C1)NC(OC(C)(C)C)=O (tert-butyl 4-hydroxyphenylcarbamate), ClCCN1CCOCC1 (4-(2-chloroethyl)morpholine), C([O-])([O-])=O.[Cs+].[Cs+] (cesium carbonate). Starting materials: O[C@]1(C(CN2CCN(CC2)C2=NC=CC=C2)=O)CC[C@H]2[C@@H]3CCC4=CC(CC[C@]4(C)C3=CC[C@]12C)=O (17α-Hydroxy-21-[4-(2-pyridinyl)-1-piperazinyl]pregna-4,9(11)-diene-3,20-dione), CS(=O)(=O)O (methane sulfonic acid). Run in CO (methanol). Product: CS(=O)(=O)O.O[C@]1(C(CN2CCN(CC2)C2=NC=CC=C2)=O)CC[C@H]2[C@@H]3CCC4=CC(CC[C@]4(C)C3=CC[C@]12C)=O (17α-Hydroxy-21-[4-(2-pyridinyl)-1-piperazinyl]pregna-4,9(11)-diene-3,20-dione methanesulfonate). As a reaction SMILES: [OH:1][C@:2]1([C@:34]2([CH3:35])[C@H:20]([C@H:21]3[C:31](=[CH:32][CH2:33]2)[C@:29]2([CH3:30])[C:24](=[CH:25][C:26](=[O:36])[CH2:27][CH2:28]2)[CH2:23][CH2:22]3)[CH2:19][CH2:18]1)[C:3](=[O:17])[CH2:4][N:5]1[CH2:10][CH2:9][N:8]([C:11]2[CH:16]=[CH:15][CH:14]=[CH:13][N:12]=2)[CH2:7][CH2:6]1.[CH3:37][S:38]([OH:41])(=[O:40])=[O:39]>CO>[CH3:37][S:38]([OH:41])(=[O:40])=[O:39].[OH:1][C@:2]1([C@:34]2([CH3:35])[C@H:20]([C@H:21]3[C:31](=[CH:32][CH2:33]2)[C@:29]2([CH3:30])[C:24](=[CH:25][C:26](=[O:36])[CH2:27][CH2:28]2)[CH2:23][CH2:22]3)[CH2:19][CH2:18]1)[C:3](=[O:17])[CH2:4][N:5]1[CH2:10][CH2:9][N:8]([C:11]2[CH:16]=[CH:15][CH:14]=[CH:13][N:12]=2)[CH2:7][CH2:6]1 |f:3.4|. Procedure details: 17α-Hydroxy-21-[4-(2-pyridinyl)-1-piperazinyl]pregna-4,9(11)-diene-3,20-dione (Example 1) is dissolved in methanol and treated with methane sulfonic acid (0.224 g). The solution is concentrated and the residue is crystallized from hot methanol and ethyl acetate to give a first crop of the title compound. A second crop of the mesylate is isolated.